The task is: describe an organic reaction: reactants, conditions, products, and yield. This data is from the Open Reaction Database (ORD), a public repository of structured organic reaction records. Reactants: COc1ccc(CN(Cc2ccnc3[nH]c(-c4cn(C)c5cc(OC)c(OC)cc45)cc23)S(=O)(=O)c2ccc(OC(F)(F)F)cc2)c(OC)c1, Cc1ccccc1, ClCCl, [Na+], [OH-], O, Cc1ccc(S(=O)(=O)O)cc1. The product is COc1cc2c(-c3cc4c(CNS(=O)(=O)c5ccc(OC(F)(F)F)cc5)ccnc4[nH]3)cn(C)c2cc1OC. As a reaction SMILES: [CH3:12][O:13][c:14]1[cH:15][c:16]([O:56][CH3:57])[cH:58][cH:59][c:60]1[CH2:61][N:17]([S:18](=[O:19])(=[O:20])[c:21]1[cH:22][cH:23][c:24]([O:27][C:28]([F:29])([F:30])[F:31])[cH:25][cH:26]1)[CH2:32][c:33]1[c:34]2[c:35]([n:36][cH:37][cH:38]1)[nH:39][c:40](-[c:42]1[cH:43][n:44]([CH3:55])[c:45]3[cH:46][c:47]([O:53][CH3:54])[c:48]([O:51][CH3:52])[cH:49][c:50]13)[cH:41]2.[CH3:67][c:68]1[cH:69][cH:70][cH:71][cH:72][cH:73]1.[Cl:64][CH2:65][Cl:66].[Na+:63].[OH-:62].[OH2:74].[c:1]1([CH3:2])[cH:3][cH:4][c:5]([S:6]([OH:7])(=[O:8])=[O:9])[cH:10][cH:11]1>>[NH:17]([S:18](=[O:19])(=[O:20])[c:21]1[cH:22][cH:23][c:24]([O:27][C:28]([F:29])([F:30])[F:31])[cH:25][cH:26]1)[CH2:32][c:33]1[c:34]2[c:35]([n:36][cH:37][cH:38]1)[nH:39][c:40](-[c:42]1[cH:43][n:44]([CH3:55])[c:45]3[cH:46][c:47]([O:53][CH3:54])[c:48]([O:51][CH3:52])[cH:49][c:50]13)[cH:41]2. The reactants are [Li]CCCC, Cc1noc(NS(=O)(=O)c2ccsc2C(=O)O)c1Cl, CI, C1CCOC1. Product: Cc1cc(S(=O)(=O)Nc2onc(C)c2Cl)c(C(=O)O)s1. Reaction SMILES: [CH3:20][CH2:21][CH2:22][CH2:23][Li:24].[Cl:1][c:2]1[c:3]([CH3:19])[n:4][o:5][c:6]1[NH:7][S:8](=[O:9])(=[O:10])[c:11]1[c:12]([C:16](=[O:17])[OH:18])[s:13][cH:14][cH:15]1.[I:25][CH3:26].[O:27]1[CH2:28][CH2:29][CH2:30][CH2:31]1>>[Cl:1][c:2]1[c:3]([CH3:19])[n:4][o:5][c:6]1[NH:7][S:8](=[O:9])(=[O:10])[c:11]1[c:12]([C:16](=[O:17])[OH:18])[s:13][c:14]([CH3:20])[cH:15]1. The reagents and catalysts are [OH-].[Pd+2].[OH-].[C] (palladium hydroxide carbon). Run at time 4 hour. The solvent is CO (methanol). The yield is 106.0%. Reactants: O=C1N(CCCC1)CC(=O)OCC1=CC=CC=C1 (benzyl (2-oxopiperidin-1-yl)acetate). Procedure details: Under a nitrogen atmosphere, to a solution of benzyl (2-oxopiperidin-1-yl)acetate (6.0 g, 24 mmol) in methanol (60 ml) was added 20% palladium hydroxide-carbon (400 mg) at room temperature, and the mixture was stirred for 4 hr under a hydrogen atmosphere at normal pressure. The reaction mixture was filtered through celite, and the filtrate was concentrated under reduced pressure to give the title compound (4.0 g, yield over weight). Yields the product O=C1N(CCCC1)CC(=O)O ((2-oxopiperidin-1-yl)acetic acid). RXN SMILES: [O:1]=[C:2]1[CH2:7][CH2:6][CH2:5][CH2:4][N:3]1[CH2:8][C:9]([O:11]CC1C=CC=CC=1)=[O:10]>CO.[OH-].[Pd+2].[OH-].[C]>[O:1]=[C:2]1[CH2:7][CH2:6][CH2:5][CH2:4][N:3]1[CH2:8][C:9]([OH:11])=[O:10] |f:2.3.4.5|. The reactants are Cl (hydrochloric acid), CC=1C=CC(=CC1)S(=O)(=O)N(Cl)Cl (dichloramine T), CC(COC(C1=CC=C(C=C1)O)=O)CC (p-hydroxybenzoic acid 2-methyl-butyl ester). Run in C(C)(=O)O (acetic acid), C(C)(=O)O (acetic acid). Conditions: time 8 hour. Yields the product CC(COC(C1=CC(=C(C=C1)O)Cl)=O)CC (3-chloro-4-hydroxy-benzoic acid 2-methyl-butyl ester). Yield: 144.2%. As a reaction SMILES: CC1C=CC(S(N(Cl)[Cl:12])(=O)=O)=CC=1.Cl.[CH3:15][CH:16]([CH2:28][CH3:29])[CH2:17][O:18][C:19](=[O:27])[C:20]1[CH:25]=[CH:24][C:23]([OH:26])=[CH:22][CH:21]=1>C(O)(=O)C>[CH3:15][CH:16]([CH2:28][CH3:29])[CH2:17][O:18][C:19](=[O:27])[C:20]1[CH:21]=[CH:22][C:23]([OH:26])=[C:24]([Cl:12])[CH:25]=1. Procedure details: On the other hand, dichloramine T (28.0 g, 0.12 mol) was dissolved in acetic acid (450 ml), and hydrochloric acid (1.5 ml) was added. The resulting solution was dropwise added to a solution of the above p-hydroxybenzoic acid 2-methyl-butyl ester (50 g, 0.24 mol) dissolved in acetic acid (450 ml), followed by refluxing the mixture, allowing to stand overnight, distilling off acetic acid and filtering off deposited crystals to obtain 3-chloro-4-hydroxy-benzoic acid 2-methyl-butyl ester (42 g) (b.p... Reactants: OC1=CC=CC=2C(C3=CC=CC=C3C12)CC(=O)OC (4-hydroxy-9carbomethoxymethyl-fluorene), solution, [H-].[Al+3].[Li+].[H-].[H-].[H-] (lithium aluminum hydride). Run in C1CCOC1 (THF), CCOCC (ether). Conditions: temperature 0 celsius, time 1.5 hour. Yields the product OC1=CC=CC=2C(C3=CC=CC=C3C12)CCO (4-hydroxy-9-hydroxyethyl-fluorene). Isolated yield 96.0%. As a reaction SMILES: [OH:1][C:2]1[C:14]2[C:13]3[C:8](=[CH:9][CH:10]=[CH:11][CH:12]=3)[CH:7]([CH2:15][C:16](OC)=[O:17])[C:6]=2[CH:5]=[CH:4][CH:3]=1.[H-].[Al+3].[Li+].[H-].[H-].[H-]>C1COCC1.CCOCC>[OH:1][C:2]1[C:14]2[C:13]3[C:8](=[CH:9][CH:10]=[CH:11][CH:12]=3)[CH:7]([CH2:15][CH2:16][OH:17])[C:6]=2[CH:5]=[CH:4][CH:3]=1 |f:1.2.3.4.5.6|. Reported procedure: To a stirred solution of 277.5 mg (1.09 mmol) of the ester prepared in Step A of Example 30 in 5 mL of anhydrous THF at 0° C. was added dropwise 1.1 mL (1.1 mmol) of a 1M solution of lithium aluminum hydride in ether. The resulting mixture was stirred at 0° C. under nitrogen for 1.5 hours and then carefully quenched with Glaubers salt. The mixture was partitioned between EtOAc, ice, 2N HCl, and brine and the organic phase was separated, washed with brine, dried over Na2SO4, filtered, and evapora... Starting materials: N1C(CCCC1)=O (piperidin-2-one), [Li]CCCC (nBuLi), BrCC=C (3-bromoprop-1-ene). Run in C1CCOC1 (THF). Conditions: temperature -75 celsius, time 1 hour. Product: C(C=C)C1C(NCCC1)=O (3-allylpiperidin-2-one). RXN SMILES: [NH:1]1[CH2:6][CH2:5][CH2:4][CH2:3][C:2]1=[O:7].[Li][CH2:9][CH2:10][CH2:11]C.BrCC=C>C1COCC1>[CH2:11]([CH:3]1[CH2:4][CH2:5][CH2:6][NH:1][C:2]1=[O:7])[CH:10]=[CH2:9]. Procedure details: To a solution of piperidin-2-one (0.5 g, 5.0 mmol, 1 equiv) in dry THF (10.0 mL) was added nBuLi (4.2 ml, 10.5 mmol, 2.1 equiv) dropwise at 0° C. The mixture was then cooled to −75° C. and excess 3-bromoprop-1-ene was added to the mixture. The reaction mixture was kept at −78° C. for 1 h, quenched with NH4Cl solution and extracted with ethyl acetate (3×20 mL). The combined organic layers were dried over Na2SO4 and concentrated under reduced pressure to give the desired product, which was directl...